The task is: describe an organic reaction: reactants, conditions, products, and yield. This data is from the Open Reaction Database (ORD), a public repository of structured organic reaction records. Starting materials: C(C)(C)N1CCN(CC=2C(=C3N(CCC=4C=C(C(=CC34)C=3C=NC=CC3)OC)C2C1=O)C=1SC=CC1)C(=O)OC(C)(C)C (tert-butyl 9-isopropyl-3-methoxy-8-oxo-2-pyridin-3-yl-14-(2-thienyl)-5,6,8,10,11,13-hexahydro[1,4]diazocino[6′,7′:4,5]pyrrolo[2,1-a]isoquinoline-12(9H)-carboxylate), Cl (HCl). Reagents/catalysts: CO (methanol). Solvent: O1CCOCC1 (dioxane), O1CCOCC1 (dioxane), C(=O)(O)[O-].[Na+] (NaHCO3). Reaction conditions: time 3 hour. Yields the product C(C)(C)N1CCNCC=2C(=C3N(CCC=4C=C(C(=CC34)C=3C=NC=CC3)OC)C2C1=O)C=1SC=CC1 (9-isopropyl-3-methoxy-2-pyridin-3-yl-14-(2-thienyl)-5,6,10,11,12,13-hexahydro[1,4]diazocino[6′,7′:4,5]pyrrolo[2,1-a]isoquinolin-8(9H)-one). As a reaction SMILES: [CH:1]([N:4]1[C:30](=[O:31])[C:29]2[N:12]3[CH2:13][CH2:14][C:15]4[CH:16]=[C:17]([O:27][CH3:28])[C:18]([C:21]5[CH:22]=[N:23][CH:24]=[CH:25][CH:26]=5)=[CH:19][C:20]=4[C:11]3=[C:10]([C:32]3[S:33][CH:34]=[CH:35][CH:36]=3)[C:9]=2[CH2:8][N:7](C(OC(C)(C)C)=O)[CH2:6][CH2:5]1)([CH3:3])[CH3:2].Cl>O1CCOCC1.CO.C([O-])(O)=O.[Na+]>[CH:1]([N:4]1[C:30](=[O:31])[C:29]2[N:12]3[CH2:13][CH2:14][C:15]4[CH:16]=[C:17]([O:27][CH3:28])[C:18]([C:21]5[CH:22]=[N:23][CH:24]=[CH:25][CH:26]=5)=[CH:19][C:20]=4[C:11]3=[C:10]([C:32]3[S:33][CH:34]=[CH:35][CH:36]=3)[C:9]=2[CH2:8][NH:7][CH2:6][CH2:5]1)([CH3:3])[CH3:2] |f:4.5|. Reported procedure: To a solution of 50 mg of 10m in 1 ml of dioxane was added 150 μl of 4N HCl in dioxane and a few drops of methanol. The mixture was stirred for 3 hr at RT. The reaction mixture was diluted with 5 ml of 5% aq NaHCO3 and the product was extracted with ethyl acetate. The organic layer was washed with water, dried, concentrated and the residue was treated with diisopropyl ether, to give 35 mg of white crystalline 10n; Mp: 227-229° C.; Rf: 0.60 (CH2Cl2/methanol 80/20). Starting materials: NC1=NC=CC2=CC(=CC=C12)O (1-amino-6-hydroxyisoquinoline), C(C)(C)(C)OC(=O)N[C@@H]1CC[C@H](CC1)OS(=O)(=O)C (methane-sulfonic acid trans-4-tert-butoxycarbonylaminocyclohexyl ester), CCN(CC)P1(=NC(C)(C)C)NCCCN1C (2-tert-butylimino-2-diethylamino-1,3-dimethyl-perhydro-1,3,2-diazaphosphorine on polystyrene). Run in C(C)#N (acetonitrile). Reaction conditions: temperature 120 celsius. Yields the product C(C)(C)(C)OC(N[C@@H]1CC[C@@H](CC1)OC=1C=C2C=CN=C(C2=CC1)N)=O (cis-[4-(1-aminoisoquinolin-6-yloxy)cyclohexyl]carbamic acid tert-butyl ester). Isolated yield 7.8%. As a reaction SMILES: [NH2:1][C:2]1[C:11]2[C:6](=[CH:7][C:8]([OH:12])=[CH:9][CH:10]=2)[CH:5]=[CH:4][N:3]=1.[C:13]([O:17][C:18]([NH:20][C@H:21]1[CH2:26][CH2:25][C@H:24](OS(C)(=O)=O)[CH2:23][CH2:22]1)=[O:19])([CH3:16])([CH3:15])[CH3:14].CCN(P1(N(C)CCCN1)=NC(C)(C)C)CC>C(#N)C>[C:13]([O:17][C:18](=[O:19])[NH:20][C@H:21]1[CH2:22][CH2:23][C@@H:24]([O:12][C:8]2[CH:7]=[C:6]3[C:11](=[CH:10][CH:9]=2)[C:2]([NH2:1])=[N:3][CH:4]=[CH:5]3)[CH2:25][CH2:26]1)([CH3:16])([CH3:14])[CH3:15]. Reported procedure: A suspension of 1-amino-6-hydroxyisoquinoline (0.08 g, 0.5mmol), methane-sulfonic acid trans-4-tert-butoxycarbonylaminocyclohexyl ester (176 mg) and 2-tert-butylimino-2-diethylamino-1,3-dimethyl-perhydro-1,3,2-diazaphosphorine on polystyrene (270mg, ˜2.2 mmol/g loading) in acetonitrile (2ml) were heated at 120° C. over a period of 15 minutes using the microwave. The excess supported reagent was removed by filtration, washing with acetonitrile followed by methanol, and the filtrate evaporated to ... Reactants: C(=O)[O-].[NH4+] (ammonium formate), solution, C=1C=CC2=C(C1)N=NN2O (HOBt), C(C)(C)(C)OC(=O)N[C@H]([C@H](C(=O)O)O)CC1=CC=CC=C1 ((2R,3S)-3-tert-butoxycarbonylamino-2-hydroxy-4-phenylbutanoic acid), NC=1N(C=C(N1)C)C(=O)OCC1=CC=CC=C1 (benzyl 2-amino-4-methyl-1H-imidazole-1-carboxylate), Example 32, O (H2O), CCN=C=NCCCN(C)C.Cl (WSC.HCl). The reagents and catalysts are [Pd] (Pd/C). The solvent is CO (methanol), CN(C)C=O (DMF), CN(C)C=O (DMF). Conditions: time 5 hour. Yields the product C(C1=CC=CC=C1)[C@@H]([C@H](C(=O)NC=1NC(=CN1)C)O)NC(OC(C)(C)C)=O (tert-Butyl {(1S,2R)-1-benzyl-2-hydroxy-3-[(5-methyl-1H-imidazol-2-yl)amino]-3-oxopropyl}carbamate). Isolated yield 75.0%. As a reaction SMILES: [NH2:1][C:2]1[N:3](C(OCC2C=CC=CC=2)=O)[CH:4]=[C:5]([CH3:7])[N:6]=1.[C:18]([O:22][C:23]([NH:25][C@@H:26]([CH2:32][C:33]1[CH:38]=[CH:37][CH:36]=[CH:35][CH:34]=1)[C@@H:27]([OH:31])[C:28]([OH:30])=O)=[O:24])([CH3:21])([CH3:20])[CH3:19].C1C=CC2N(O)N=NC=2C=1.O.CCN=C=NCCCN(C)C.Cl.C([O-])=O.[NH4+]>CN(C=O)C.CO.[Pd]>[CH2:32]([C@H:26]([NH:25][C:23](=[O:24])[O:22][C:18]([CH3:19])([CH3:20])[CH3:21])[C@@H:27]([OH:31])[C:28]([NH:1][C:2]1[NH:6][C:5]([CH3:7])=[CH:4][N:3]=1)=[O:30])[C:33]1[CH:38]=[CH:37][CH:36]=[CH:35][CH:34]=1 |f:4.5,6.7|. Procedure: To a 5.00 ml solution of benzyl 2-amino-4-methyl-1H-imidazole-1-carboxylate obtained in Reference Example 32 601 mg (2.60 mmol), (2R,3S)-3-tert-butoxycarbonylamino-2-hydroxy-4-phenylbutanoic acid 590 mg (2.00 mmol) and HOBt.H2O 321 mg (2.10 mmol) in DMF was added WSC.HCl 422 mg (2.20 mmol) and the mixture was stirred at room temperature for 5 hours. After distillating DMF off, the mixture was extracted by adding ethyl acetate and 5% aqueous sodium carbonate solution. The organic layer was washed... Starting materials: COC(=O)C1=CC2=C(S1)C=CC(=C2)O (5-Hydroxybenzo[b]thiophene-2-carboxylic acid methyl ester), C1(=CC=CC=C1)S(=O)(=O)OCCCl (2-(benzenesulphonyloxy)ethyl chloride). Run in [Na] (sodium), CO (methanol). Conditions: time 8 hour. The product is COC(=O)C1=CC2=C(S1)C=CC(=C2)OCCCl (5-(2-chloroethoxy)benzo[b]-thiophene-2-carboxylic acid methyl ester). Isolated yield 38.7%. As a reaction SMILES: [CH3:1][O:2][C:3]([C:5]1[S:9][C:8]2[CH:10]=[CH:11][C:12]([OH:14])=[CH:13][C:7]=2[CH:6]=1)=[O:4].C1(S(O[CH2:25][CH2:26][Cl:27])(=O)=O)C=CC=CC=1>[Na].CO>[CH3:1][O:2][C:3]([C:5]1[S:9][C:8]2[CH:10]=[CH:11][C:12]([O:14][CH2:25][CH2:26][Cl:27])=[CH:13][C:7]=2[CH:6]=1)=[O:4] |^1:27|. Reported procedure: 5-Hydroxybenzo[b]thiophene-2-carboxylic acid methyl ester (1.47 g.) was dissolved in a solution of sodium (0.163 g.) in methanol (15 ml.) and 2-(benzenesulphonyloxy)ethyl chloride (1.57 g.) was added. The resulting solution was heated under reflux for 8 hours and then allowed to cool and stood overnight. The solution was then evaporated and the residue was partitioned between water and ether. The aqueous layer was separated and washed several times with ether. The combined organic layer and ethe... The reactants are C(C)Br (ethyl bromide), OC1=C(C=C(C=O)C=C1)OC (4-hydroxy-3-methoxybenzaldehyde), C(C)(C)O (isopropyl alcohol), [OH-].[Na+] (sodium hydroxide). The reagents and catalysts are C1COCCOCCOCCOCCOCCO1 (18-crown-6 ether). The solvent is O (water), O (water). Run at temperature 60 celsius, time 20 minute. The product is C(C)OC1=C(C=C(C=O)C=C1)OC (4-ethoxy-3-methoxybenzaldehyde). Isolated yield 91.0%. As a reaction SMILES: [OH:1][C:2]1[CH:9]=[CH:8][C:5]([CH:6]=[O:7])=[CH:4][C:3]=1[O:10][CH3:11].[CH:12](O)(C)[CH3:13].[OH-].[Na+].C(Br)C>C1OCCOCCOCCOCCOCCOC1.O>[CH2:12]([O:1][C:2]1[CH:9]=[CH:8][C:5]([CH:6]=[O:7])=[CH:4][C:3]=1[O:10][CH3:11])[CH3:13] |f:2.3|. Procedure: A 1-liter four-necked flask fitted with thermometer, mechanical stirrer, and reflux condenser was charged with 62 g 4-hydroxy-3-methoxybenzaldehyde (0.41 mol) and 400 ml isopropyl alcohol. The mixture was stirred for 20 min, and then a 120 ml water solution containing 5 g 18-crown-6 ether and 106.3 g sodium hydroxide (2.66 mol) was gradually dropped thereto using a constant pressure funnel. After dropping, the mixture was stirred for 30 min, and then heated to 60° C. At this temperature, 67.3 g ... Reactants: C(C)OCCCOC1=CC=C(C=C1)C=1C=CC2=C(C=C(CCN2C=O)C(=O)OC)C1 (methyl 7-[4-(3-ethoxypropoxy)phenyl]-1-formyl-2,3-dihydro-1H-1-benzazepine-4-carboxylate), [OH-].[Na+] (sodium hydroxide). Solvent: CO (methanol), C1CCOC1 (THF). Reaction conditions: temperature 50 celsius, time 1.5 hour. Yields the product C(C)OCCCOC1=CC=C(C=C1)C=1C=CC2=C(C=C(CCN2C=O)C(=O)O)C1 (7-[4-(3-ethoxypropoxy)phenyl]-1-formyl-2,3-dihydro-1H-1-benzazepine-4-carboxylic acid). Isolated yield 100.2%. Reaction SMILES: [CH2:1]([O:3][CH2:4][CH2:5][CH2:6][O:7][C:8]1[CH:13]=[CH:12][C:11]([C:14]2[CH:15]=[CH:16][C:17]3[N:23]([CH:24]=[O:25])[CH2:22][CH2:21][C:20]([C:26]([O:28]C)=[O:27])=[CH:19][C:18]=3[CH:30]=2)=[CH:10][CH:9]=1)[CH3:2].[OH-].[Na+]>CO.C1COCC1>[CH2:1]([O:3][CH2:4][CH2:5][CH2:6][O:7][C:8]1[CH:9]=[CH:10][C:11]([C:14]2[CH:15]=[CH:16][C:17]3[N:23]([CH:24]=[O:25])[CH2:22][CH2:21][C:20]([C:26]([OH:28])=[O:27])=[CH:19][C:18]=3[CH:30]=2)=[CH:12][CH:13]=1)[CH3:2] |f:1.2|. Reported procedure: In methanol (25 ml) and THF (25 ml) was dissolved methyl 7-[4-(3-ethoxypropoxy)phenyl]-1-formyl-2,3-dihydro-1H-1-benzazepine-4-carboxylate (0.31 g). To the solution was added 1N sodium hydroxide solution (8 ml), and the mixture was stirred at 50° C. for 1.5 hours and concentrated. To the residue was added water, and the mixture was neutralized with 1N hydrochloric acid and extracted with ethyl acetate. The organic layer was washed with water and saturated brine and dried with anhydrous magnesium...